From a dataset of the Open Reaction Database (ORD), a public repository of structured organic reaction records. describe an organic reaction: reactants, conditions, products, and yield Reactants: CCOc1ccc(-c2nc(-c3ccc4oc(C(C)O)cc4c3)no2)cc1OCC, C1COCCO1, O=[Mn]=O. Product: CCOc1ccc(-c2nc(-c3ccc4oc(C=O)cc4c3)no2)cc1OCC. RXN SMILES: [CH2:1]([CH3:2])[O:3][c:4]1[cH:5][c:6](-[c:13]2[n:14][c:15](-[c:18]3[cH:19][cH:20][c:21]4[c:22]([cH:23][c:24]([CH:26]([CH3:27])[OH:28])[o:25]4)[cH:29]3)[n:16][o:17]2)[cH:7][cH:8][c:9]1[O:10][CH2:11][CH3:12].[O:30]1[CH2:31][CH2:32][O:33][CH2:34][CH2:35]1.[O:36]=[Mn:37]=[O:38]>>[CH2:1]([CH3:2])[O:3][c:4]1[cH:5][c:6](-[c:13]2[n:14][c:15](-[c:18]3[cH:19][cH:20][c:21]4[c:22]([cH:23][c:24]([CH:26]=[O:28])[o:25]4)[cH:29]3)[n:16][o:17]2)[cH:7][cH:8][c:9]1[O:10][CH2:11][CH3:12]. Starting materials: CS(=O)(=O)C=1C=C(C=CC1)C1CCNCC1 (4-(3-methanesulfonyl-phenyl)-piperidine), ( 8 ), ( 5 ), ( 3 ). The solvent is C(CCC)Cl (n-BuCl). The product is CS(=O)(=O)C=1C=C(C=CC1)C1CCN(CC1)CCCC (4-(3-Methanesulfonyl-phenyl)-1-butyl-piperidine). RXN SMILES: [CH3:1][S:2]([C:5]1[CH:6]=[C:7]([CH:11]2[CH2:16][CH2:15][NH:14][CH2:13][CH2:12]2)[CH:8]=[CH:9][CH:10]=1)(=[O:4])=[O:3]>C(Cl)CCC>[CH3:1][S:2]([C:5]1[CH:6]=[C:7]([CH:11]2[CH2:16][CH2:15][N:14]([CH2:6][CH2:5][CH2:10][CH3:9])[CH2:13][CH2:12]2)[CH:8]=[CH:9][CH:10]=1)(=[O:4])=[O:3]. Procedure details: Beginning with 4-(3-methanesulfonyl-phenyl)-piperidine and n-BuCl. MS m/z (rel. intensity, 70 eV) 295 (M+, 3), 252 (bp), 130 (5), 115 (3), 70 (8). The product is C1(=CC=CC=C1)C=CC1=CC=CC=C1 (stilbene). Reported procedure: Dimethylformamide (Aldrich) was used in anhydrous form. All the aryl bromides, iodobenzene and alkene substrates were purified before use (Aldrich). 6.0 mmol each of styrene and bromobenzene, 6.6 mmol of NaOAc (base) were mixed with 50 ml of DMF (dimethylformamide). 20 ml of this solution was placed in a 50 ml round bottom-flask equipped with a magnetic stirring bar and condenser connected to a vacuum line. The solution was flushed five times with nitrogen using a vacuum nitrogen cycle. The cata... Solvent: CN(C=O)C (DMF), CN(C=O)C (Dimethylformamide). Starting materials: solution, C=CC1=CC=CC=C1 (styrene), BrC1=CC=CC=C1 (bromobenzene), CC(=O)[O-].[Na+] (NaOAc). As a reaction SMILES: [CH2:1]=[CH:2][C:3]1[CH:8]=[CH:7][CH:6]=[CH:5][CH:4]=1.Br[C:10]1[CH:15]=[CH:14][CH:13]=[CH:12][CH:11]=1.CC([O-])=O.[Na+]>CN(C)C=O>[C:3]1([CH:2]=[CH:1][C:10]2[CH:15]=[CH:14][CH:13]=[CH:12][CH:11]=2)[CH:8]=[CH:7][CH:6]=[CH:5][CH:4]=1 |f:2.3|.